Dataset: the Open Reaction Database (ORD), a public repository of structured organic reaction records. Task: describe an organic reaction: reactants, conditions, products, and yield Reactants: Brc1ccc(CN2CCNCC2)cc1Br, ClCCl, O=C=Nc1cccc(F)c1. Product: O=C(Nc1cccc(F)c1)N1CCN(Cc2ccc(Br)c(Br)c2)CC1. RXN SMILES: [Br:1][c:2]1[cH:3][c:4]([CH2:5][N:6]2[CH2:7][CH2:8][NH:9][CH2:10][CH2:11]2)[cH:12][cH:13][c:14]1[Br:15].[Cl:26][CH2:27][Cl:28].[F:16][c:17]1[cH:18][c:19]([N:23]=[C:24]=[O:25])[cH:20][cH:21][cH:22]1>>[Br:1][c:2]1[cH:3][c:4]([CH2:5][N:6]2[CH2:7][CH2:8][N:9]([C:24]([NH:23][c:19]3[cH:18][c:17]([F:16])[cH:22][cH:21][cH:20]3)=[O:25])[CH2:10][CH2:11]2)[cH:12][cH:13][c:14]1[Br:15]. The reactants are C(OC)COC (dimethoxyethane), C1(CCCCC1)=O (cyclohexanone), O=C[C@H](O)[C@@H](O)[C@H](O)[C@H](O)CO (D-glucose), cupric hydroxide, solution, Cl (hydrogen chloride). Run in C1=CC=CC=C1 (benzene), O1CCOCC1 (dioxane). Conditions: temperature 95 celsius, time 7 hour. Product: C1CCC2(CC1)OCC(O2)[C@@H]3[C@@H]([C@@H]4[C@H](O3)OC5(O4)CCCCC5)O (1,2:5,6-di-O-cyclohexylidene-α-D-glucofuranose). Yield: 82.1%. As a reaction SMILES: [CH2:1]([CH2:4]OC)OC.[C:7]1(=[O:13])[CH2:12][CH2:11][CH2:10][CH2:9][CH2:8]1.O=[CH:15][C@@H:16]([C@H:18]([C@@H:20]([C@@H:22]([CH2:24][OH:25])[OH:23])[OH:21])[OH:19])[OH:17].Cl>O1CCOCC1.C1C=CC=CC=1>[CH2:10]1[CH2:11][CH2:12][C:7]2([O:17][CH:16]([C@H:18]3[O:19][C@@H:24]4[O:25][C:4]5([CH2:1][CH2:9][CH2:8][CH2:7][CH2:12]5)[O:23][C@@H:22]4[C@H:20]3[OH:21])[CH2:15][O:13]2)[CH2:8][CH2:9]1. Reported procedure: To a mixed solution of 150 ml of dimethoxyethane and 50 ml of cyclohexanone were added 10.0 g of D-glucose, 150 mg of cupric hydroxide and 1 ml of a 2 mole/l solution of hydrogen chloride in dioxane, and the mixture was stirred for 7 hours under reflux in an oil bath at 95° C. The refluxing solvent was continuously dried with 20 g of molecular sieve 3A which was placed between the reaction vessel and the cooling tube. After the conclusion of the reaction, the reaction solution was diluted with b... The reactants are OC1=CC=C2C(C(CSC2=C1)(C)C1=CC=C(C=C1)O)CCCCCCCCC(C(=O)OCC)CCC(C(C(C(F)(F)F)(F)F)(F)F)(F)F (Ethyl 10-[(3RS,4RS)-7-hydroxy-3-(4-hydroxyphenyl)-3-methylthiochroman-4-yl]-2-(3,3,4,4,5,5,6,6,6-nonafluorohexyl)decanoate), [OH-].[Na+] (sodium hydroxide), Cl (hydrochloric acid). The solvent is C(C)O.O (ethanol water). Yields the product OC1=CC=C2C(C(CSC2=C1)(C)C1=CC=C(C=C1)O)CCCCCCCCC(C(=O)O)CCC(C(C(C(F)(F)F)(F)F)(F)F)(F)F (10-[(3RS,4RS)-7-hydroxy-3-(4-hydroxyphenyl)-3-methylthiochroman-4-yl]-2-(3,3,4,4,5,5,6,6,6-nonafluorohexyl)decanoic acid). Isolated yield 71.2%. Reaction SMILES: [OH:1][C:2]1[CH:11]=[C:10]2[C:5]([CH:6]([CH2:20][CH2:21][CH2:22][CH2:23][CH2:24][CH2:25][CH2:26][CH2:27][CH:28]([CH2:34][CH2:35][C:36]([F:48])([F:47])[C:37]([F:46])([F:45])[C:38]([F:44])([F:43])[C:39]([F:42])([F:41])[F:40])[C:29]([O:31]CC)=[O:30])[C:7]([C:13]3[CH:18]=[CH:17][C:16]([OH:19])=[CH:15][CH:14]=3)([CH3:12])[CH2:8][S:9]2)=[CH:4][CH:3]=1.[OH-].[Na+].Cl>C(O)C.O>[OH:1][C:2]1[CH:11]=[C:10]2[C:5]([CH:6]([CH2:20][CH2:21][CH2:22][CH2:23][CH2:24][CH2:25][CH2:26][CH2:27][CH:28]([CH2:34][CH2:35][C:36]([F:48])([F:47])[C:37]([F:45])([F:46])[C:38]([F:43])([F:44])[C:39]([F:40])([F:41])[F:42])[C:29]([OH:31])=[O:30])[C:7]([C:13]3[CH:18]=[CH:17][C:16]([OH:19])=[CH:15][CH:14]=3)([CH3:12])[CH2:8][S:9]2)=[CH:4][CH:3]=1 |f:1.2,4.5|. Reported procedure: Ethyl 10-[(3RS,4RS)-7-hydroxy-3-(4-hydroxyphenyl)-3-methylthiochroman-4-yl]-2-(3,3,4,4,5,5,6,6,6-nonafluorohexyl)decanoate (0.38 g, 0.53 mmol) and sodium hydroxide (170 mg, 4.2 mmol) were added to an ethanol/water mixture (2:1, 15 ml), followed by heating under reflux for 4 hours. After the reaction mixture was neutralized with 1N hydrochloric acid, the solvent was distilled off and the resulting residue was diluted with water, adjusted to pH 2-3 with 1N hydrochloric acid, and then extracted twi... Starting materials: C([O-])(O)=O.[Na+] (sodium bicarbonate), C(=O)(OC)C1=CC=C(C=C1)C1=CC=C(C=C1)C(=O)OC (4,4'-Dicarbomethoxybiphenyl), CC1=C(C(=CC=C1)C)O (2,6-dimethylphenol), F (hydrogen fluoride), B(F)(F)F (boron trifluoride). Run in O (water), O (water). Conditions: temperature 50 celsius, time 4 hour. Product: CC=1C=C(C(=O)C2=CC=C(C=C2)C2=CC=C(C=C2)C(C2=CC(=C(C(=C2)C)O)C)=O)C=C(C1O)C (4,4'-bis(3,5-dimethyl-4-hydroxybenzoyl)biphenyl). As a reaction SMILES: [C:1]([C:5]1[CH:10]=[CH:9][C:8]([C:11]2[CH:16]=[CH:15][C:14]([C:17](OC)=[O:18])=[CH:13][CH:12]=2)=[CH:7][CH:6]=1)(OC)=[O:2].[CH3:21][C:22]1[CH:27]=[CH:26][CH:25]=[C:24]([CH3:28])[C:23]=1[OH:29].F.B(F)(F)F.[C:35](=[O:38])(O)[O-].[Na+]>O>[CH3:9][C:10]1[CH:5]=[C:6]([CH:7]=[C:8]([CH3:11])[C:35]=1[OH:38])[C:17]([C:14]1[CH:13]=[CH:12][C:11]([C:8]2[CH:7]=[CH:6][C:5]([C:1](=[O:2])[C:26]3[CH:25]=[C:24]([CH3:28])[C:23]([OH:29])=[C:22]([CH3:21])[CH:27]=3)=[CH:10][CH:9]=2)=[CH:16][CH:15]=1)=[O:18] |f:4.5|. Procedure details: 4,4'-Dicarbomethoxybiphenyl (67 g, 0.25 mole) and 2,6-dimethylphenol (61 g, 0.50 mole) were charged to a one-liter Hastalloy C® shaker tube. The tube was cooled and charged with hydrogen fluoride (200 g) and boron trifluoride (75 g). The tube was heated to 50° C. and shaken at 50° C. for 4 hr. It was then cooled and vented, and the contents, an orange solid in an orange solution, were allowed to evaporate in the hood. The orange solid that resulted was stirred in 2 l. of water, warmed, and isola... Starting materials: initiator 60, ClC1=NC=C(C(=O)NC2=NN3C(C=CC=C3NC3CCCCC3)=N2)C=C1 (6-chloro-N-(5-cyclohexylamino-[1,2,4]triazolo[1,5-a]pyridin-2-yl)-nicotinamide), NCCCO (3-aminopropan-1-ol), C(C)(C)N(C(C)C)CC (N,N-diisopropylethylamine). Run in C(CCC)O (butanol). Yields the product C1(CCCCC1)NC1=CC=CC=2N1N=C(N2)NC(C2=CN=C(C=C2)NCCCO)=O (N-[5-(cyclohexylamino)[1,2,4]triazolo[1,5-a]pyridin-2-yl]-6-[(3-hydroxypropyl)amino]nicotinamide). The yield is 30.2%. As a reaction SMILES: Cl[C:2]1[CH:26]=[CH:25][C:5]([C:6]([NH:8][C:9]2[N:24]=[C:12]3[CH:13]=[CH:14][CH:15]=[C:16]([NH:17][CH:18]4[CH2:23][CH2:22][CH2:21][CH2:20][CH2:19]4)[N:11]3[N:10]=2)=[O:7])=[CH:4][N:3]=1.[NH2:27][CH2:28][CH2:29][CH2:30][OH:31].C(N(CC)C(C)C)(C)C>C(O)CCC>[CH:18]1([NH:17][C:16]2[N:11]3[N:10]=[C:9]([NH:8][C:6](=[O:7])[C:5]4[CH:25]=[CH:26][C:2]([NH:27][CH2:28][CH2:29][CH2:30][OH:31])=[N:3][CH:4]=4)[N:24]=[C:12]3[CH:13]=[CH:14][CH:15]=2)[CH2:23][CH2:22][CH2:21][CH2:20][CH2:19]1. Procedure: To a biotage initiator microwave vial (0.2-0.5 mL) containing 6-chloro-N-(5-cyclohexylamino-[1,2,4]triazolo[1,5-a]pyridin-2-yl)-nicotinamide ((B11), 0.27 mmol, 100 mg, 1 eq.), 3-aminopropan-1-ol (0.54 mmol, 0.028 mL, 2 eq.) and N,N-diisopropylethylamine (0.54 mmol, 0.094 mL, 2 eq.) in butanol (2 mL), was capped and heated in a biotage initiator 60 microwave for 30 minutes at 180° C., and a further 10 minutes at 210° C. The solvent was removed in vacuo and the residue dissolved in DMSO (1.5 mL) a... The reactants are C1(CC1)NC(C(=NO)Cl)=O (N-cyclopropyl-2-chloro-2-hydroxyimino-acetamide), C(C)OC(\C=C\N(C)C)=O ((E)-3-(dimethylamino)-acrylic acid ethyl ester), C(C)(=O)OCC (ethyl acetate). The solvent is C1CCOC1 (THF). Run at temperature 75 celsius. Yields the product C(C)OC(=O)C=1C(=NOC1)C(NC1CC1)=O (3-(Cyclopropylcarbamoyl)-isoxazole-4-carboxylic acid ethyl ester). Reaction SMILES: [CH:1]1([NH:4][C:5](=[O:10])[C:6](Cl)=[N:7][OH:8])[CH2:3][CH2:2]1.[CH2:11]([O:13][C:14](=[O:20])/[CH:15]=[CH:16]/N(C)C)[CH3:12].C(OCC)(=O)C>C1COCC1>[CH2:11]([O:13][C:14]([C:15]1[C:6]([C:5](=[O:10])[NH:4][CH:1]2[CH2:3][CH2:2]2)=[N:7][O:8][CH:16]=1)=[O:20])[CH3:12]. Procedure details: A mixture of N-cyclopropyl-2-chloro-2-hydroxyimino-acetamide (2 g, 12.3 mmol) and (E)-3-(dimethylamino)-acrylic acid ethyl ester (1.76 ml, 12.3 mmol) in THF (25 ml) was heated at 75° C. for 2 h. The reaction was then cooled to r.t., poured into 100 mL ethyl acetate and extracted with 1 M HCl. The aqueous layers were back-extracted with ethyl acetate. The organic phase was washed with water and brine, dried and evaporated. The product was obtained after purification by silica gel chromatography u... Procedure details: Condensation between 6-oxopiperidine-3-carboxylic acid and tert-butyl (3-(3-aminophenyl)-3-hydroxypropyl)carbamate gives tert-butyl (3-hydroxy-3-(3-(6-oxopiperidine-3-carboxamido)phenyl)propyl)carbamate. RXN SMILES: [O:1]=[C:2]1[NH:7][CH2:6][CH:5]([C:8]([OH:10])=O)[CH2:4][CH2:3]1.[NH2:11][C:12]1[CH:13]=[C:14]([CH:18]([OH:29])[CH2:19][CH2:20][NH:21][C:22](=[O:28])[O:23][C:24]([CH3:27])([CH3:26])[CH3:25])[CH:15]=[CH:16][CH:17]=1>>[OH:29][CH:18]([C:14]1[CH:15]=[CH:16][CH:17]=[C:12]([NH:11][C:8]([CH:5]2[CH2:4][CH2:3][C:2](=[O:1])[NH:7][CH2:6]2)=[O:10])[CH:13]=1)[CH2:19][CH2:20][NH:21][C:22](=[O:28])[O:23][C:24]([CH3:27])([CH3:26])[CH3:25]. The reactants are O=C1CCC(CN1)C(=O)O (6-oxopiperidine-3-carboxylic acid), NC=1C=C(C=CC1)C(CCNC(OC(C)(C)C)=O)O (tert-butyl (3-(3-aminophenyl)-3-hydroxypropyl)carbamate). The product is OC(CCNC(OC(C)(C)C)=O)C1=CC(=CC=C1)NC(=O)C1CNC(CC1)=O (tert-butyl (3-hydroxy-3-(3-(6-oxopiperidine-3-carboxamido)phenyl)propyl)carbamate). Starting materials: CCC(CC)Nc1c(C(=O)OC)c(C)nc2c(-c3c(C)cc(C)cc3C)cn(C)c12, CO, Cl, [Na+], [OH-], O. The product is CCC(CC)Nc1c(C(=O)O)c(C)nc2c(-c3c(C)cc(C)cc3C)cn(C)c12. Reaction SMILES: [CH3:1][O:2][C:3](=[O:4])[c:5]1[c:6]([NH:25][CH:26]([CH2:27][CH3:28])[CH2:29][CH3:30])[c:7]2[c:8]([n:9][c:10]1[CH3:11])[c:12](-[c:16]1[c:17]([CH3:24])[cH:18][c:19]([CH3:23])[cH:20][c:21]1[CH3:22])[cH:13][n:14]2[CH3:15].[CH3:34][OH:35].[ClH:33].[Na+:32].[OH-:31].[OH2:36]>>[O:2]=[C:3]([OH:4])[c:5]1[c:6]([NH:25][CH:26]([CH2:27][CH3:28])[CH2:29][CH3:30])[c:7]2[c:8]([n:9][c:10]1[CH3:11])[c:12](-[c:16]1[c:17]([CH3:24])[cH:18][c:19]([CH3:23])[cH:20][c:21]1[CH3:22])[cH:13][n:14]2[CH3:15]. Reactants: C(C)(C)(C)OC(=O)N1C=NC2=C1C=CC(=C2C)NN2C=NCC2 (1-tert-butoxycarbonyl-4-methyl-5-(2-imidazolinylamino)benzimidazole), Br (hydrobromic acid). The solvent is C(C)(=O)O (acetic acid), C(C)(=O)O (acetic acid). Product: Br.Br.CC1=C(C=CC=2N=CNC21)NN2C=NCC2 (4-methyl-5-(2-imidazolinylamino)benzimidazole dihydrobromide). RXN SMILES: C(OC([N:8]1[C:12]2[CH:13]=[CH:14][C:15]([NH:18][N:19]3[CH2:23][CH2:22][N:21]=[CH:20]3)=[C:16]([CH3:17])[C:11]=2[N:10]=[CH:9]1)=O)(C)(C)C.[BrH:24]>C(O)(=O)C>[BrH:24].[BrH:24].[CH3:17][C:16]1[C:11]2[NH:10][CH:9]=[N:8][C:12]=2[CH:13]=[CH:14][C:15]=1[NH:18][N:19]1[CH2:23][CH2:22][N:21]=[CH:20]1 |f:3.4.5|. Procedure details: To a solution of 1-tert-butoxycarbonyl-4-methyl-5-(2-imidazolinylamino)benzimidazole (2.40 g) in glacial acetic acid (50 mL) is added a solution of hydrobromic acid in glacial acetic acid (30%, 6 mL). The mixture is stirred at room temperature and gas evolution is monitored. After the gas evolution has stopped (about 1 hour), the precipitate is filtered and washed with ether. The solid is recrystallized from methanol/ether and dried in vacuo to afford 4-methyl-5-(2-imidazolinylamino)benzimidazol...